From a dataset of the Open Reaction Database (ORD), a public repository of structured organic reaction records. describe an organic reaction: reactants, conditions, products, and yield Starting materials: CCCC[Si](CCCC)(CCCC)Oc1cccnc1C(=O)OCC, [Cl-], Fc1ccc([Mg+])cc1, C1CCOC1. Product: CCCC[Si](CCCC)(CCCC)Oc1cccnc1C(=O)c1ccc(F)cc1. RXN SMILES: [CH2:1]([CH2:2][CH2:3][CH3:4])[Si:5]([O:6][c:7]1[c:8]([C:13]([O:15][CH2:14][CH3:16])=[O:17])[n:9][cH:10][cH:11][cH:12]1)([CH2:18][CH2:19][CH2:20][CH3:21])[CH2:22][CH2:23][CH2:24][CH3:25].[Cl-:26].[F:27][c:28]1[cH:29][cH:30][c:31]([Mg+:34])[cH:32][cH:33]1.[O:35]1[CH2:36][CH2:37][CH2:38][CH2:39]1>>[CH2:1]([CH2:2][CH2:3][CH3:4])[Si:5]([O:6][c:7]1[c:8]([C:13](=[O:15])[c:31]2[cH:30][cH:29][c:28]([F:27])[cH:33][cH:32]2)[n:9][cH:10][cH:11][cH:12]1)([CH2:18][CH2:19][CH2:20][CH3:21])[CH2:22][CH2:23][CH2:24][CH3:25].